describe an organic reaction: reactants, conditions, products, and yield From a dataset of the Open Reaction Database (ORD), a public repository of structured organic reaction records. Starting materials: CC1=CC=NC=2CC(CC(C12)=O)C1=CC=NC=C1 (4-methyl-7-(4-pyridyl)-5,6,7,8-tetrahydroquinolin-5-one), C(=N)(N)NN.Cl (aminoguanidine hydrochloride), Cl (hydrochloric acid), O (water). Solvent: C(C)O (ethanol). Product: Cl.N(C(=N)N)N=C1C=2C(=CC=NC2CC(C1)C1=CC=NC=C1)C (5-guanidinoimino-4-methyl-7-(4-pyridyl)-5,6,7,8-tetrahydroquinoline hydrochloride). The yield is 93.6%. Reaction SMILES: [CH3:1][C:2]1[C:11]2[C:10](=O)[CH2:9][CH:8]([C:13]3[CH:18]=[CH:17][N:16]=[CH:15][CH:14]=3)[CH2:7][C:6]=2[N:5]=[CH:4][CH:3]=1.[C:19]([NH:22][NH2:23])([NH2:21])=[NH:20].[ClH:24].Cl.O>C(O)C>[ClH:24].[NH:22]([N:23]=[C:10]1[CH2:9][CH:8]([C:13]2[CH:18]=[CH:17][N:16]=[CH:15][CH:14]=2)[CH2:7][C:6]2[N:5]=[CH:4][CH:3]=[C:2]([CH3:1])[C:11]1=2)[C:19]([NH2:21])=[NH:20] |f:1.2,6.7|. Procedure: A mixture of 4-methyl-7-(4-pyridyl)-5,6,7,8-tetrahydroquinolin-5-one (0.1 g), aminoguanidine hydrochloride (0.049 g), concentrated hydrochloric acid (0.15 ml), water (0.15 ml) and ethanol (10 ml) was refluxed for 6 hours. Under reduced pressure, the solvent was evaporated, and the residue was dissolved in water. The solution was washed with ethyl acetate. Under reduced pressure, the solvent was evaporated, and the residue was recrystallized from ethanol-water to give 5-guanidinoimino-4-methyl-7-... Reactants: C(C)#N (acetonitrile), C[Si](N[Si](C)(C)C)(C)C (1,1,1,3,3,3-hexamethyldisilazane), solution, CCCCCC.C(CCC)[Li] (n-butyllithium hexane), COC1=CC=C2CC(C(C2=C1)=O)(C)C (6-methoxy-2,2-dimethyl-1-indanone). The solvent is O (water), C1CCOC1 (THF), C1CCOC1 (THF). Reaction conditions: time 10 minute. Product: COC1=CC=C2CC(/C(/C2=C1)=C/C#N)(C)C ((Z)-(6-methoxy-2,2-dimethylindan-1-ylidene)acetonitrile). The yield is 29.6%. Reaction SMILES: C[Si](C)(C)N[Si](C)(C)C.CCCCCC.C([Li])CCC.[C:21](#[N:23])[CH3:22].[CH3:24][O:25][C:26]1[CH:34]=[C:33]2[C:29]([CH2:30][C:31]([CH3:37])([CH3:36])[C:32]2=O)=[CH:28][CH:27]=1>C1COCC1.O>[CH3:24][O:25][C:26]1[CH:34]=[C:33]2[C:29]([CH2:30][C:31]([CH3:37])([CH3:36])/[C:32]/2=[CH:22]/[C:21]#[N:23])=[CH:28][CH:27]=1 |f:1.2|. Reported procedure: To a solution of 1,1,1,3,3,3-hexamethyldisilazane (4.13 ml, 19.6 mmol) in THF (80 ml) was added dropwise, under argon atmosphere at −78° C., a 1.56M solution of n-butyllithium hexane solution (12.5 ml, 19.6 mmol). The mixture was stirred for 10 minutes, to which was added acetonitrile (0.94 ml, 17.9 mmol), and the mixture was stirred for further 15 minutes. To the mixture was added a solution of 6-methoxy-2,2-dimethyl-1-indanone (3.00 g, 16.3 mmol) in THF (10 ml), which was stirred for 15 minute... Reactants: COC1=C(C(=C2C(OCC2=C1C)=O)OS(=O)(=O)C1=CC=C(C=C1)C)CC1=C(C(CC1)CC(=O)O)C (3-(1,3-dihydro-6-methoxy-7-methyl-3-oxo-4-p-toluenesulfonyloxy-5-isobenzofuranylmethyl)-2-methylcyclopent-2-en-1-ylacetic acid), O.[OH-].[Li+] (lithium hydroxide monohydrate), Cl (hydrochloric acid). Run in CO (methanol), O (water), C(C)(=O)OCC (ethyl acetate). Conditions: time 4 hour. Yields the product OC1=C2C(OCC2=C(C(=C1CC1=C(C(CC1)CC(=O)O)C)OC)C)=O (3-(1,3-dihydro-4-hydroxy-6-methoxy-7-methyl-3-oxo-5-isobenzofuranylmethyl)-2-methylcyclopent-2-en-1-ylacetic acid). As a reaction SMILES: [CH3:1][O:2][C:3]1[C:11]([CH3:12])=[C:10]2[C:6]([C:7](=[O:13])[O:8][CH2:9]2)=[C:5]([O:14]S(C2C=CC(C)=CC=2)(=O)=O)[C:4]=1[CH2:25][C:26]1[CH2:30][CH2:29][CH:28]([CH2:31][C:32]([OH:34])=[O:33])[C:27]=1[CH3:35].O.[OH-].[Li+].Cl>CO.O.C(OCC)(=O)C>[OH:14][C:5]1[C:4]([CH2:25][C:26]2[CH2:30][CH2:29][CH:28]([CH2:31][C:32]([OH:34])=[O:33])[C:27]=2[CH3:35])=[C:3]([O:2][CH3:1])[C:11]([CH3:12])=[C:10]2[C:6]=1[C:7](=[O:13])[O:8][CH2:9]2 |f:1.2.3|. Reported procedure: The 3-(1,3-dihydro-6-methoxy-7-methyl-3-oxo-4-p-toluenesulfonyloxy-5-isobenzofuranylmethyl)-2-methylcyclopent-2-en-1-ylacetic acid obtained in Example ZC-1G was dissolved in a mixture of methanol (8 mL) and water (2 mL) and treated with lithium hydroxide monohydrate (0.15 g). After 4 hours, the reaction was diluted with ethyl acetate and made acidic with 5% hydrochloric acid. After two extractions with ethyl acetate, the product was washed out of the combined organic layers with 2M NaOH. Acidifi... Starting materials: NC=1SC2=C(N1)CC(CC2(C)C)(C)C (2-Amino-5,5,7,7-tetramethyl-4,5,6,7-tetrahydrobenzothiazole), ice water, ClC(=O)OCC (Ethyl chloroformate). Solvent: N1=CC=CC=C1 (pyridine). Conditions: time 1 hour. The product is CC1(CC(C2=C(N=C(S2)NC(OCC)=O)C1)(C)C)C (Ethyl N-(5,5,7,7-Tetramethyl-4,5,6,7-tetrahydrobenzothiazol-2-yl)carbamate), ethyl N-(5,5,7,7-tetramethyl-4,5,6,7-tetrahydrobenzothiazol-2-yl) carbamate. As a reaction SMILES: [NH2:1][C:2]1[S:3][C:4]2[C:10]([CH3:12])([CH3:11])[CH2:9][C:8]([CH3:14])([CH3:13])[CH2:7][C:5]=2[N:6]=1.Cl[C:16]([O:18][CH2:19][CH3:20])=[O:17]>N1C=CC=CC=1>[CH3:13][C:8]1([CH3:14])[CH2:7][C:5]2[N:6]=[C:2]([NH:1][C:16](=[O:17])[O:18][CH2:19][CH3:20])[S:3][C:4]=2[C:10]([CH3:12])([CH3:11])[CH2:9]1. Procedure details: 2-Amino-5,5,7,7-tetramethyl-4,5,6,7-tetrahydrobenzothiazole (16 grams; 0.075 mol) dissolved in pyridine (100 ml) was charged into a glass reaction vessel equipped with a mechanical stirrer and addition funnel. Ethyl chloroformate (11 grams; 0.1 mol) was then added dropwise with stirring and cooling of the reaction mixture. After the addition was completed the reaction mixture was allowed to warm to room temperature and stirring was continued for a period of about 1 hour. After this time the reac... The reactants are dialdehyde, OCC12CC3(CC(CC(C1)C3)C2)CO (1,3-bis(hydroxymethyl)adamantane), [Cr](=O)(=O)([O-])Cl.[NH+]1=CC=CC=C1 (pyridinium chlorochromate). Solvent: C1CCOC1 (THF), C(Cl)Cl (CH2Cl2), C(C)OCC (diethyl ether). Conditions: time 2.5 hour. Product: C12(CC3(CC(CC(C1)C3)C2)C=O)C=O (Adamantane-1,3-dicarbaldehyde). As a reaction SMILES: [Cr](Cl)([O-])(=O)=O.[NH+]1C=CC=CC=1.[OH:12][CH2:13][C:14]12[CH2:23][CH:18]3[CH2:19][CH:20]([CH2:22][C:16]([CH2:24][OH:25])([CH2:17]3)[CH2:15]1)[CH2:21]2>C(Cl)Cl.C1COCC1.C(OCC)C>[C:14]12([CH:13]=[O:12])[CH2:23][CH:18]3[CH2:19][CH:20]([CH2:22][C:16]([CH:24]=[O:25])([CH2:17]3)[CH2:15]1)[CH2:21]2 |f:0.1|. Procedure details: To a suspension of pyridinium chlorochromate (PCC, 0.850 g, 4.0 mmol) in CH2Cl2 (˜10 mL) was added a suspension of 1,3-bis(hydroxymethyl)adamantane (0.196 g, 1.0 mmol) in anhydrous THF (˜5 mL). The reaction mixture was stirred at room temperature for 2.5 hours, whereupon it was diluted with anhydrous diethyl ether (˜50 mL) and filtered through a plug of florisil. The filtrate was evaporated in vacuo to afford dicarbaldehyde (0.183 g, 95%). According to GC analysis (DB 210, 150° C.), product had ...